This data is from the Open Reaction Database (ORD), a public repository of structured organic reaction records. The task is: describe an organic reaction: reactants, conditions, products, and yield Reactants: CN1[C@H]2CC=3C4=C([C@@H]2C2=CC=CC=C2C1)C=CC=C4NC3 (trans-4,6,6a,7,8,12b-hexahydro-7-methylindolo[4,3-ab]phenanthridine), BrC1C(=O)NC(C1)=O (bromosuccinimide). Run in C(Cl)(Cl)Cl (chloroform), C(Cl)(Cl)Cl (chloroform). Product: BrC=1NC2=CC=CC3=C2C1C[C@@H]1N(CC2=CC=CC=C2[C@@H]31)C (trans-5-bromo-4,6,6a,7,8,12b-hexahydro-7-methyl indolo[4,3-ab]phenanthridine). As a reaction SMILES: [CH3:1][N:2]1[CH2:15][C:14]2[C:9](=[CH:10][CH:11]=[CH:12][CH:13]=2)[C@@H:8]2[C@@H:3]1[CH2:4][C:5]1[C:6]3[C:19]([NH:20][CH:21]=1)=[CH:18][CH:17]=[CH:16][C:7]=32.[Br:22]C1CC(=O)NC1=O>C(Cl)(Cl)Cl>[Br:22][C:21]1[NH:20][C:19]2[C:6]3[C:5]=1[CH2:4][C@H:3]1[C@H:8]([C:7]=3[CH:16]=[CH:17][CH:18]=2)[C:9]2[C:14](=[CH:13][CH:12]=[CH:11][CH:10]=2)[CH2:15][N:2]1[CH3:1]. Procedure details: 4 g of trans-4,6,6a,7,8,12b-hexahydro-7-methylindolo[4,3-ab]phenanthridine are suspended in 300 ml of chloroform, and the stirred suspension is heated to reflux temperature. A solution of 2.7 g of bromosuccinimide in 100 ml of chloroform is quickly added, and the clear reaction solution is then refluxed for a further hour. The cooled reaction solution is extracted with 1n aqueous sodium carbonate solution, the organic phases dried, concentrated and the evaporation residue chromatographed on sili... RXN SMILES: [C:14]([n:15]1[c:16]([CH3:17])[cH:18][c:19]([CH3:20])[n:21]1)(=[NH:22])[NH2:23].[CH2:1]([N:2]([CH:3]([CH3:4])[CH3:5])[CH:6]([CH3:7])[CH3:8])[CH3:9].[N+:10]([O-:11])([OH:12])=[O:13].[NH2:24][c:25]1[cH:26][c:27]([C:28](=[O:29])[NH:30][CH2:31][CH2:32][C:33](=[O:34])[O:35][CH2:36][c:37]2[cH:38][cH:39][cH:40][cH:41][cH:42]2)[cH:43][cH:44][cH:45]1.[O:46]=[C:47]([Cl:48])[O:49][C:50]([Cl:51])([Cl:52])[Cl:53].[O:54]1[CH2:55][CH2:56][O:57][CH2:58][CH2:59]1.[OH2:60]>>[N:24]([c:25]1[cH:26][c:27]([C:28](=[O:29])[NH:30][CH2:31][CH2:32][C:33](=[O:34])[O:35][CH2:36][c:37]2[cH:38][cH:39][cH:40][cH:41][cH:42]2)[cH:43][cH:44][cH:45]1)=[C:47]=[O:46]. Starting materials: Cc1cc(C)n(C(=N)N)n1, CCN(C(C)C)C(C)C, O=[N+]([O-])O, Nc1cccc(C(=O)NCCC(=O)OCc2ccccc2)c1, O=C(Cl)OC(Cl)(Cl)Cl, C1COCCO1, O. Yields the product O=C=Nc1cccc(C(=O)NCCC(=O)OCc2ccccc2)c1. Reactants: ClC1=CC=C(S1)C(C(C(=O)OCC)CC1=CC(=CC=C1)OC(C(F)F)(F)F)=O (ethyl 3-(5-chloro-2-thienyl)-3-oxo-2-[3-(1,1,2,2-tetrafluoroethoxy)benzyl]propionate), Cl (hydrochloric acid). The reagents and catalysts are [BH4-].[Zn+2].[BH4-] (zinc borohydride). Conditions: time 2 hour. Product: ClC1=CC=C(S1)C(C(C(=O)OCC)CC1=CC(=CC=C1)OC(C(F)F)(F)F)O (ethyl (2RS,3RS)-3-(5-chloro-2-thienyl)-3-hydroxy-2-[3-(1,1,2,2-tetrafluoroethoxy)benzyl]propionate). Reaction SMILES: [Cl:1][C:2]1[S:6][C:5]([C:7](=[O:28])[CH:8]([CH2:14][C:15]2[CH:20]=[CH:19][CH:18]=[C:17]([O:21][C:22]([F:27])([F:26])[CH:23]([F:25])[F:24])[CH:16]=2)[C:9]([O:11][CH2:12][CH3:13])=[O:10])=[CH:4][CH:3]=1.Cl>[BH4-].[Zn+2].[BH4-]>[Cl:1][C:2]1[S:6][C:5]([CH:7]([OH:28])[CH:8]([CH2:14][C:15]2[CH:20]=[CH:19][CH:18]=[C:17]([O:21][C:22]([F:26])([F:27])[CH:23]([F:24])[F:25])[CH:16]=2)[C:9]([O:11][CH2:12][CH3:13])=[O:10])=[CH:4][CH:3]=1 |f:2.3.4|. Procedure: While stirring zinc chloride (7.76 g, 57.0 mmol) in diethyl ether (150 ml), sodium borohydride (4.31 g, 114 mmol) was added at room temperature, and the mixture was stirred at it was for 2 hrs. The insoluble material of the mixture was removed by filtration and washed with diethyl ether to give a solution of zinc borohydride in diethyl ether. To the obtained solution was added ethyl 3-(5-chloro-2-thienyl)-3-oxo-2-[3-(1,1,2,2-tetrafluoroethoxy)benzyl]propionate (12.50 g, 28.48 mmol) under ice-coo...